Dataset: the Open Reaction Database (ORD), a public repository of structured organic reaction records. Task: describe an organic reaction: reactants, conditions, products, and yield The reactants are S1C(=CC=C1)CC(=O)Cl (2-Thienylacetyl chloride), ice, NC1[C@@]2(N(C(=C(CS2)COC(C)=O)C(=O)O)C1=O)SC (7-amino-6-methylthio-3-acetoxymethyl-ceph-3-em-4-carboxylic acid), C(=O)(O)[O-].[Na+] (NaHCO3). Run in O (H2O), CC(=O)C (acetone). The product is S1C(=CC=C1)CC(=O)NC1[C@@]2(N(C(=C(CS2)COC(C)=O)C(=O)O)C1=O)SC (7-(2-thienylacetamido)-6-methylthio-3-acetoxymethyl-ceph-3-em-4-carboxylic acid). Isolated yield 33.5%. Reaction SMILES: [S:1]1[CH:5]=[CH:4][CH:3]=[C:2]1[CH2:6][C:7](Cl)=[O:8].[NH2:10][CH:11]1[C:26](=[O:27])[N:13]2[C:14]([C:23]([OH:25])=[O:24])=[C:15]([CH2:18][O:19][C:20](=[O:22])[CH3:21])[CH2:16][S:17][C@:12]12[S:28][CH3:29].C([O-])(O)=O.[Na+]>O.CC(C)=O>[S:1]1[CH:5]=[CH:4][CH:3]=[C:2]1[CH2:6][C:7]([NH:10][CH:11]1[C:26](=[O:27])[N:13]2[C:14]([C:23]([OH:25])=[O:24])=[C:15]([CH2:18][O:19][C:20](=[O:22])[CH3:21])[CH2:16][S:17][C@:12]12[S:28][CH3:29])=[O:8] |f:2.3|. Reported procedure: 2-Thienylacetyl chloride (28 μl, 0.209 mMol) is added to an ice-cold, stirring mixture of 7-amino-6-methylthio-3-acetoxymethyl-ceph-3-em-4-carboxylic acid (66.4 mg., 0.209 mMol) and NaHCO3 (35 mg., 0.418 mMol) in H2O (1.5 ml.) and acetone (3.0 ml.). After stirring for 30 mins. in the cold, the mixture is evaporated under reduced pressure to remove acetone. The aqueous residue is diluted with more H2O (4.5 ml). and extracted with three portions of Et2O. The aqueous phase is acidified to pH 2.5 wi... Reactants: O (water), C1(=CC=CC=C1)C1(CC=C(CC1)CCCC)C1=CC=CC=C1 (4,4-diphenyl-1-butylcyclohexene), [H][H] (hydrogen). Reagents/catalysts: [Pt]=O (platinum oxide). The solvent is C(C)(=O)O (acetic acid), O1CCCC1 (tetrahydrofuran). Yields the product C1(=CC=CC=C1)C1(CCC(CC1)CCCC)C1=CC=CC=C1 (1,1-diphenyl-4-butylcyclohexane). Isolated yield 94.9%. RXN SMILES: [C:1]1([C:7]2([C:17]3[CH:22]=[CH:21][CH:20]=[CH:19][CH:18]=3)[CH2:12][CH2:11][C:10]([CH2:13][CH2:14][CH2:15][CH3:16])=[CH:9][CH2:8]2)[CH:6]=[CH:5][CH:4]=[CH:3][CH:2]=1.O.[H][H]>O1CCCC1.C(O)(=O)C.[Pt]=O>[C:1]1([C:7]2([C:17]3[CH:18]=[CH:19][CH:20]=[CH:21][CH:22]=3)[CH2:12][CH2:11][CH:10]([CH2:13][CH2:14][CH2:15][CH3:16])[CH2:9][CH2:8]2)[CH:2]=[CH:3][CH:4]=[CH:5][CH:6]=1. Reported procedure: 4,4-diphenyl-1-butylcyclohexene (containing 4,4-diphenyl-1-butylidenecyclohexane) 32.0 g was dissolved in tetrahydrofuran 200 ml and acetic acid 300 ml, platinum oxide 1.0 g was added, and the mixture was cooled with water at atmospheric pressure and contacted to hydrogen gas with stirring. After the absorption of hydrogen was stopped, the catalyst was filtered off, water two liters was added to the solution, and the solution was extracted with toluene one liter. The extracted solution was washe... Reactants: CC1=CC=2C(=NC=CC2)N1 (2-Methyl-pyrrolo[2,3-b]pyridine), C(C(=O)C1=CC=CC=C1)Cl (phenacyl chloride). The solvent is C(C)#N (acetonitrile). Product: Cl.CC1=CC=2C(N(C=CC2)CC(=O)C2=CC=CC=C2)=N1 (2-Methyl-7-phenacyl-pyrrolo[2,3-b]pyridine hydrochloride). Yield: 87.6%. RXN SMILES: [CH3:1][C:2]1[NH:10][C:5]2=[N:6][CH:7]=[CH:8][CH:9]=[C:4]2[CH:3]=1.[CH2:11]([Cl:20])[C:12]([C:14]1[CH:19]=[CH:18][CH:17]=[CH:16][CH:15]=1)=[O:13]>C(#N)C>[ClH:20].[CH3:1][C:2]1[N:10]=[C:5]2[N:6]([CH2:11][C:12]([C:14]3[CH:19]=[CH:18][CH:17]=[CH:16][CH:15]=3)=[O:13])[CH:7]=[CH:8][CH:9]=[C:4]2[CH:3]=1 |f:3.4|. Procedure: 2-Methyl-pyrrolo[2,3-b]pyridine (0.5 g, 3.78 mmol), phenacyl chloride (0.62 g, 4.0 mmol ) and acetonitrile (10 ml) were refluxed for 12 h. The solid was filtered off and washed with cold carbon tetrachlorid (2 ml). The crude product was recrystallized from chloroform/ether, 1:1, to give 0.95 g (88%) title compound. Reactants: C[Si](C)(C)Br (TMSBr), FC(C1=C(C(=C(C(=C1F)F)F)F)F)(P(OCC)(OCC)=O)F (Diethyl perfluorobenzylphosphonate), CO (MeOH). Run in C(Cl)Cl (CH2Cl2). Product: FC(C1=C(C(=C(C(=C1F)F)F)F)F)(P(O)(O)=O)F (perfluorobenzylphosphonic acid). Yield: 67.4%. RXN SMILES: [F:1][C:2]([F:22])([P:14](=[O:21])([O:18]CC)[O:15]CC)[C:3]1[C:8]([F:9])=[C:7]([F:10])[C:6]([F:11])=[C:5]([F:12])[C:4]=1[F:13].C[Si](Br)(C)C.CO>C(Cl)Cl>[F:22][C:2]([F:1])([P:14](=[O:15])([OH:21])[OH:18])[C:3]1[C:4]([F:13])=[C:5]([F:12])[C:6]([F:11])=[C:7]([F:10])[C:8]=1[F:9]. Reported procedure: Diethyl perfluorobenzylphosphonate (1.90 g, 5.97 mmol) was dissolved in dry CH2Cl2 (4 ml), stirred and TMSBr (3.66 g, 23.88 mmol) was added. The mixture was stirred for 2 hours at room temperature after which volatiles were removed on a rotary evaporator to give a thick yellow oil. MeOH (5 ml) was added and the suspension stirred for 90 minutes, after which the product was collected by filtration yielding white crystals (1.20 g, 77%).